This data is from the Open Reaction Database (ORD), a public repository of structured organic reaction records. The task is: describe an organic reaction: reactants, conditions, products, and yield The reactants are [Br-], Cc1cc(C)cc([Mg+])c1, CCOCC, CC1=Cc2c(Cl)cccc2C1. The product is CC1=Cc2c(cccc2-c2cc(C)cc(C)c2)C1. As a reaction SMILES: [Br-:12].[CH3:13][c:14]1[cH:15][c:16]([Mg+:21])[cH:17][c:18]([CH3:20])[cH:19]1.[CH3:22][CH2:23][O:24][CH2:25][CH3:26].[Cl:1][c:2]1[c:3]2[c:7]([cH:8][cH:9][cH:10]1)[CH2:6][C:5]([CH3:11])=[CH:4]2>>[c:2]1(-[c:16]2[cH:15][c:14]([CH3:13])[cH:19][c:18]([CH3:20])[cH:17]2)[c:3]2[c:7]([cH:8][cH:9][cH:10]1)[CH2:6][C:5]([CH3:11])=[CH:4]2. Reactants: CC(C)NS(=O)(=O)C1=CC(=CC=C1)OC(C1=CC=CC=C1)=O (1-[N-(Prop-2-yl)sulphamoyl]-3-(benzoyloxy)benzene), [OH-].[Na+] (sodium hydroxide). The solvent is O1CCCC1 (tetrahydrofuran). Run at time 2 hour. Yields the product CC(C)NS(=O)(=O)C1=CC(=CC=C1)O (1-[N-(prop-2-yl)sulphamoyl]-3-hydroxybenzene). RXN SMILES: [CH3:1][CH:2]([NH:4][S:5]([C:8]1[CH:13]=[CH:12][CH:11]=[C:10]([O:14]C(=O)C2C=CC=CC=2)[CH:9]=1)(=[O:7])=[O:6])[CH3:3].[OH-].[Na+]>O1CCCC1>[CH3:3][CH:2]([NH:4][S:5]([C:8]1[CH:13]=[CH:12][CH:11]=[C:10]([OH:14])[CH:9]=1)(=[O:7])=[O:6])[CH3:1] |f:1.2|. Procedure details: A mixture of the product of stage 2 (0.18 g), 2M aqueous sodium hydroxide solution (15 cm3) and tetrahydrofuran (15 cm3) was stirred for 2 hours at the ambient temperature.